Dataset: the Open Reaction Database (ORD), a public repository of structured organic reaction records. Task: describe an organic reaction: reactants, conditions, products, and yield Starting materials: [H-].[Al+3].[Li+].[H-].[H-].[H-] (lithium aluminum hydride), CC=1OC(=C(C1C(=O)OCC)C)C (2,4,5-Trimethyl-3-carbethoxyfuran), S(=O)(=O)([O-])[O-].[Mg+2] (magnesium sulfate), S(=O)(=O)([O-])[O-].[Na+].[Na+] (sodium sulfate). Run in CCOCC (ether), CCOCC (ether). The product is CC=1OC(=C(C1CO)C)C (2,4,5-trimethyl-3-hydroxymethyl furan). The yield is 100.7%. RXN SMILES: [CH3:1][C:2]1[O:3][C:4]([CH3:13])=[C:5]([CH3:12])[C:6]=1[C:7](OCC)=[O:8].[H-].[Al+3].[Li+].[H-].[H-].[H-].S([O-])([O-])(=O)=O.[Na+].[Na+].S([O-])([O-])(=O)=O.[Mg+2]>CCOCC>[CH3:1][C:2]1[O:3][C:4]([CH3:13])=[C:5]([CH3:12])[C:6]=1[CH2:7][OH:8] |f:1.2.3.4.5.6,7.8.9,10.11|. Procedure: 2,4,5-Trimethyl-3-carbethoxyfuran (40 g.) prepared in accordance with Helv. Chim. Acta., v. 15, 1112 (1932), was dissolved in ether (200 ml.) and added to a cooled slurry of lithium aluminum hydride (10 g.) in ether (200 ml.) After stirring a further 16 hours at room temperature a saturated, aqueous solution of sodium sulfate was added followed by the addition of magnesium sulfate (50 g.). The solids were filtered off and the solvents were concentrated to give crude alcohol, 2,4,5-trimethyl-3-hy...